Dataset: the Open Reaction Database (ORD), a public repository of structured organic reaction records. Task: describe an organic reaction: reactants, conditions, products, and yield The reactants are ClC1=NC(=C(C=N1)N)Cl (2,6-dichloro-5-aminopyrimidine), C(C1=CC=CC=C1)(=O)O (benzoic acid), ice. Run in O=P(Cl)(Cl)Cl (POCl3). Run at time 2 hour. Product: ClC=1N=CC2=C(N1)OC(=N2)C2=CC=CC=C2 (5-Chloro-2-phenyloxazolo[5,4-d]pyrimidine). Reaction SMILES: [C:1]([OH:9])(=O)[C:2]1[CH:7]=[CH:6][CH:5]=[CH:4][CH:3]=1.[Cl:10][C:11]1[N:16]=[CH:15][C:14]([NH2:17])=[C:13](Cl)[N:12]=1>O=P(Cl)(Cl)Cl>[Cl:10][C:11]1[N:12]=[CH:13][C:14]2[N:17]=[C:1]([C:2]3[CH:3]=[CH:4][CH:5]=[CH:6][CH:7]=3)[O:9][C:15]=2[N:16]=1. Procedure details: 7.82 g (64.0 mmol) benzoic acid and 20 mL POCl3 are stirred together at 100° C. for 30 min. Within 45 min 7.00 g (42.7 mmol) 2,6-dichloro-5-aminopyrimidine are added by several portions. The reaction mixture is stirred for additional 2 h at the same temperatur. After that the mixture is carefully added to an ice cold aq. NaOH solution. The resulting precipitate is filtered, washed with water and dried. Starting materials: CCN=C=NCCCN(C)C, CN(C)c1ccncc1, ClCCl, Cl, O=C(O)CN1CCC(c2ccccc2)(c2ccccc2)C1=O, OC(c1ccccc1)(c1ccccc1)C1CCNCC1. The product is O=C(CN1CCC(c2ccccc2)(c2ccccc2)C1=O)N1CCC(C(O)(c2ccccc2)c2ccccc2)CC1. As a reaction SMILES: [CH2:44]([N:45]=[C:46]=[N:47][CH2:48][CH2:49][CH2:50][N:51]([CH3:52])[CH3:53])[CH3:54].[CH3:58][N:59]([CH3:60])[c:61]1[cH:62][cH:63][n:64][cH:65][cH:66]1.[Cl:55][CH2:56][Cl:57].[ClH:43].[O:21]=[C:22]1[N:23]([CH2:39][C:40](=[O:41])[OH:42])[CH2:24][CH2:25][C:26]1([c:27]1[cH:28][cH:29][cH:30][cH:31][cH:32]1)[c:33]1[cH:34][cH:35][cH:36][cH:37][cH:38]1.[c:1]1([C:7]([OH:8])([CH:9]2[CH2:10][CH2:11][NH:12][CH2:13][CH2:14]2)[c:15]2[cH:16][cH:17][cH:18][cH:19][cH:20]2)[cH:2][cH:3][cH:4][cH:5][cH:6]1>>[c:1]1([C:7]([OH:8])([CH:9]2[CH2:10][CH2:11][N:12]([C:40]([CH2:39][N:23]3[C:22](=[O:21])[C:26]([c:27]4[cH:28][cH:29][cH:30][cH:31][cH:32]4)([c:33]4[cH:34][cH:35][cH:36][cH:37][cH:38]4)[CH2:25][CH2:24]3)=[O:41])[CH2:13][CH2:14]2)[c:15]2[cH:16][cH:17][cH:18][cH:19][cH:20]2)[cH:2][cH:3][cH:4][cH:5][cH:6]1.